The task is: describe an organic reaction: reactants, conditions, products, and yield. This data is from the Open Reaction Database (ORD), a public repository of structured organic reaction records. Reaction conditions: temperature 16 celsius. As a reaction SMILES: Br[C:2]1[CH:7]=[CH:6][C:5]([CH:8]2[C:12](=[O:13])[CH2:11][CH2:10][C:9]2=[O:14])=[C:4]([CH2:15][CH3:16])[CH:3]=1.[Cl:17][C:18]1[CH:23]=[CH:22][C:21]([OH:24])=[CH:20][CH:19]=1.C(=O)([O-])[O-].[Cs+].[Cs+].Cl>[O-]S(C(F)(F)F)(=O)=O.[Cu+2].[O-]S(C(F)(F)F)(=O)=O.C(OCC)(=O)C.C1(C)C=CC=CC=1>[Cl:17][C:18]1[CH:23]=[CH:22][C:21]([O:24][C:2]2[CH:7]=[CH:6][C:5]([C:8]3[C:12](=[O:13])[CH2:11][CH2:10][C:9]=3[OH:14])=[C:4]([CH2:15][CH3:16])[CH:3]=2)=[CH:20][CH:19]=1 |f:2.3.4,6.7.8|. Reactants: Cl (hydrochloric acid), BrC1=CC(=C(C=C1)C1C(CCC1=O)=O)CC (2-(4-bromo-2-ethylphenyl)cyclopentane-1,3-dione), ClC1=CC=C(C=C1)O (4-chlorophenol), C([O-])([O-])=O.[Cs+].[Cs+] (cesium carbonate). Product: ClC1=CC=C(OC2=CC(=C(C=C2)C=2C(CCC2O)=O)CC)C=C1 (2-[4-(4-chlorophenoxy)-2-ethylphenyl]-3-hydroxycyclopent-2-enone). Reported procedure: To a mixture of 2-(4-bromo-2-ethylphenyl)cyclopentane-1,3-dione (0.20 g, 0.0007 mol), 4-chlorophenol (0.180 g, 0.0014 mol), cesium carbonate (0.460 g, 0.0014 mol), copper triflate (10 mg, 0.00003 mol) and activated 4 Å molecular sieves (0.30 g) is added anhydrous toluene (7 ml). The mixture is then heated at 16° C. for 1 hour under microwave irradiation, followed by dilution with ethyl acetate (50 ml) and 2M hydrochloric acid (50 ml). The organic phase is separated, dried over anhydrous magnesiu... The reagents and catalysts are [O-]S(=O)(=O)C(F)(F)F.[Cu+2].[O-]S(=O)(=O)C(F)(F)F (copper triflate). Solvent: C1(=CC=CC=C1)C (toluene), C(C)(=O)OCC (ethyl acetate). The reactants are [Br-], CCN(C(C)C)C(C)C, Cn1c(=O)[nH]c2c(c1=O)CNCC2, CN(C)C=O, CSCCCl, [Li+]. Yields the product CSCCN1CCc2[nH]c(=O)n(C)c(=O)c2C1. Reaction SMILES: [Br-:20].[CH2:21]([N:22]([CH:23]([CH3:24])[CH3:25])[CH:26]([CH3:27])[CH3:28])[CH3:29].[CH3:1][n:2]1[c:3](=[O:13])[nH:4][c:5]2[c:6]([c:7]1=[O:8])[CH2:9][NH:10][CH2:11][CH2:12]2.[CH3:30][N:31]([CH3:32])[CH:33]=[O:34].[Cl:14][CH2:15][CH2:16][S:17][CH3:18].[Li+:19]>>[CH3:1][n:2]1[c:3](=[O:13])[nH:4][c:5]2[c:6]([c:7]1=[O:8])[CH2:9][N:10]([CH2:15][CH2:16][S:17][CH3:18])[CH2:11][CH2:12]2. Reactants: COC(=O)c1cnc(Br)s1, O=C([O-])[O-], CC#N, [K+], [K+], OCCN1CCNCC1. Yields the product COC(=O)c1cnc(N2CCN(CCO)CC2)s1. RXN SMILES: [Br:1][c:2]1[s:3][c:4]([C:7](=[O:8])[O:9][CH3:10])[cH:5][n:6]1.[C:20](=[O:21])([O-:22])[O-:23].[CH3:26][C:27]#[N:28].[K+:24].[K+:25].[OH:11][CH2:12][CH2:13][N:14]1[CH2:15][CH2:16][NH:17][CH2:18][CH2:19]1>>[c:2]1([N:17]2[CH2:16][CH2:15][N:14]([CH2:13][CH2:12][OH:11])[CH2:19][CH2:18]2)[s:3][c:4]([C:7](=[O:8])[O:9][CH3:10])[cH:5][n:6]1. Starting materials: FB(F)F, O=C(O)C(CC(=O)N1CC2CCCCC2C1)Cc1ccccc1, CCOCC, CCCO. Yields the product CCCOC(=O)C(CC(=O)N1CC2CCCCC2C1)Cc1ccccc1. RXN SMILES: [B:29]([F:30])([F:31])[F:32].[CH2:1]([c:2]1[cH:3][cH:4][cH:5][cH:6][cH:7]1)[CH:8]([C:9](=[O:10])[OH:11])[CH2:12][C:13](=[O:14])[N:15]1[CH2:16][CH:17]2[CH2:18][CH2:19][CH2:20][CH2:21][CH:22]2[CH2:23]1.[CH2:24]([O:25][CH2:26][CH3:27])[CH3:28].[CH2:33]([CH2:34][CH3:35])[OH:36]>>[CH2:1]([c:2]1[cH:3][cH:4][cH:5][cH:6][cH:7]1)[CH:8]([C:9](=[O:10])[O:11][CH2:33][CH2:34][CH3:35])[CH2:12][C:13](=[O:14])[N:15]1[CH2:16][CH:17]2[CH2:18][CH2:19][CH2:20][CH2:21][CH:22]2[CH2:23]1. RXN SMILES: [CH2:52]([CH2:53][O:54][CH3:55])[O:56][CH3:57].[CH3:25][C:26]1([CH3:27])[C:28]([CH3:29])([CH3:30])[O:31][B:32]([c:33]2[cH:34][cH:35][c:36]([NH2:39])[cH:37][cH:38]2)[O:40]1.[CH3:58][CH2:59][OH:60].[Cl:1][c:2]1[n:3][c:4]([CH2:14][S:15](=[O:16])(=[O:17])[c:18]2[cH:19][cH:20][cH:21][cH:22][cH:23]2)[cH:5][c:6]([N:8]2[CH2:9][CH2:10][O:11][CH2:12][CH2:13]2)[n:7]1.[Na+:41].[Na+:42].[O-:43][C:44](=[O:45])[O-:46].[O:47]=[CH:48][N:49]([CH3:50])[CH3:51].[OH2:24]>>[c:2]1(-[c:33]2[cH:34][cH:35][c:36]([NH2:39])[cH:37][cH:38]2)[n:3][c:4]([CH2:14][S:15](=[O:16])(=[O:17])[c:18]2[cH:19][cH:20][cH:21][cH:22][cH:23]2)[cH:5][c:6]([N:8]2[CH2:9][CH2:10][O:11][CH2:12][CH2:13]2)[n:7]1. The reactants are COCCOC, CC1(C)OB(c2ccc(N)cc2)OC1(C)C, CCO, O=S(=O)(Cc1cc(N2CCOCC2)nc(Cl)n1)c1ccccc1, [Na+], [Na+], O=C([O-])[O-], CN(C)C=O, O. Product: Nc1ccc(-c2nc(CS(=O)(=O)c3ccccc3)cc(N3CCOCC3)n2)cc1. The reactants are O=C(N=C=S)c1ccccc1, ClCCl, CS(=O)(=O)c1cccc(-c2ccccc2N)c1. The product is CS(=O)(=O)c1cccc(-c2ccccc2NC(=S)NC(=O)c2ccccc2)c1. As a reaction SMILES: [C:1]([c:2]1[cH:3][cH:4][cH:5][cH:6][cH:7]1)(=[O:8])[N:9]=[C:10]=[S:11].[Cl:29][CH2:30][Cl:31].[NH2:12][c:13]1[c:14](-[c:19]2[cH:20][c:21]([S:25](=[O:26])(=[O:27])[CH3:28])[cH:22][cH:23][cH:24]2)[cH:15][cH:16][cH:17][cH:18]1>>[C:1]([c:2]1[cH:3][cH:4][cH:5][cH:6][cH:7]1)(=[O:8])[NH:9][C:10](=[S:11])[NH:12][c:13]1[c:14](-[c:19]2[cH:20][c:21]([S:25](=[O:26])(=[O:27])[CH3:28])[cH:22][cH:23][cH:24]2)[cH:15][cH:16][cH:17][cH:18]1. Starting materials: C(C1=CC=CC=C1)(C1=CC=CC=C1)(C1=CC=CC=C1)NC=1SC=C(N1)/C(/C(=O)NC1[C@@H]2N(C(=C(CS2)CCl)C(=O)OCC2=CC=C(C=C2)OC)C1=O)=N/OC(C)(C)C(=O)OC(C)(C)C (p-methoxybenzyl 7-{(Z)-2-(2-tritylaminothiazol-4-yl)-2-(1-tert-butoxycarbonyl-1-methylethoxyimino)acetamido}-3-chloromethyl-3-cephem-4-carboxylate), SC=1SC=2C(=NC=CC2)N1 (2-mercaptothiazolo[4,5-b]pyridine), SC=1SC2=C(C=NC=C2)N1 (2-mercaptothiazolo[4,5-c]pyridine). Product: C(C1=CC=CC=C1)(C1=CC=CC=C1)(C1=CC=CC=C1)NC=1SC=C(N1)/C(/C(=O)NC1[C@@H]2N(C(=C(CS2)CSC=2SC=3C(=NC=CC3)N2)C(=O)OCC2=CC=C(C=C2)OC)C1=O)=N/OC(C)(C)C(=O)OC(C)(C)C (p-methoxybenzyl 7-{(Z)-2-(2-tritylaminothiazol-4-yl)-2-(1-tert-butoxycarbonyl-1-methylethoxyimino)acetamido}-3-(thiazolo[4,5-b]pyridin-2-yl)thiomethyl-3-cephem-4-carboxylate). The yield is 60.6%. RXN SMILES: [C:1]([NH:20][C:21]1[S:22][CH:23]=[C:24](/[C:26](=[N:53]/[O:54][C:55]([C:58]([O:60][C:61]([CH3:64])([CH3:63])[CH3:62])=[O:59])([CH3:57])[CH3:56])/[C:27]([NH:29][CH:30]2[C:51](=[O:52])[N:32]3[C:33]([C:39]([O:41][CH2:42][C:43]4[CH:48]=[CH:47][C:46]([O:49][CH3:50])=[CH:45][CH:44]=4)=[O:40])=[C:34]([CH2:37]Cl)[CH2:35][S:36][C@H:31]23)=[O:28])[N:25]=1)([C:14]1[CH:19]=[CH:18][CH:17]=[CH:16][CH:15]=1)([C:8]1[CH:13]=[CH:12][CH:11]=[CH:10][CH:9]=1)[C:2]1[CH:7]=[CH:6][CH:5]=[CH:4][CH:3]=1.[SH:65][C:66]1[S:67][C:68]2[C:69]([N:74]=1)=[N:70][CH:71]=[CH:72][CH:73]=2.SC1SC2C=CN=CC=2N=1>>[C:1]([NH:20][C:21]1[S:22][CH:23]=[C:24](/[C:26](=[N:53]/[O:54][C:55]([C:58]([O:60][C:61]([CH3:64])([CH3:63])[CH3:62])=[O:59])([CH3:57])[CH3:56])/[C:27]([NH:29][CH:30]2[C:51](=[O:52])[N:32]3[C:33]([C:39]([O:41][CH2:42][C:43]4[CH:48]=[CH:47][C:46]([O:49][CH3:50])=[CH:45][CH:44]=4)=[O:40])=[C:34]([CH2:37][S:65][C:66]4[S:67][C:68]5[C:69]([N:74]=4)=[N:70][CH:71]=[CH:72][CH:73]=5)[CH2:35][S:36][C@H:31]23)=[O:28])[N:25]=1)([C:14]1[CH:19]=[CH:18][CH:17]=[CH:16][CH:15]=1)([C:8]1[CH:13]=[CH:12][CH:11]=[CH:10][CH:9]=1)[C:2]1[CH:7]=[CH:6][CH:5]=[CH:4][CH:3]=1. Reported procedure: Using 276 mg of p-methoxybenzyl 7-{(Z)-2-(2-tritylaminothiazol-4-yl)-2-(1-tert-butoxycarbonyl-1-methylethoxyimino)acetamido}-3-chloromethyl-3-cephem-4-carboxylate and 60 mg of 2-mercaptothiazolo[4,5-b]pyridine in place of p-methoxybenzyl 7-{(Z)-2-(2-tritylaminothiazol-4-yl)-2-methoxyiminoacetamido}-3-chloromethyl-3-cephem-4-carboxylate and 2-mercaptothiazolo[4,5-c]pyridine, respectively, the reaction and purification were carried out in the same manner as in Example 1(a) to obtain 191 mg of the ... Reactants: O=C(n1ccnc1)n1ccnc1, C1CCOC1, CCOC(C)=O, Nc1ccc(Cl)c(C(F)(F)F)c1, CC(Cl)Cl, NC(=O)c1cc(Oc2ccc(N)cc2)ccn1. The product is NC(=O)c1cc(Oc2ccc(NC(=O)Nc3ccc(Cl)c(C(F)(F)F)c3)cc2)ccn1. Reaction SMILES: [C:13](=[O:14])([n:15]1[cH:16][cH:17][n:18][cH:19]1)[n:20]1[cH:21][cH:22][n:23][cH:24]1.[CH2:42]1[O:43][CH2:44][CH2:45][CH2:46]1.[CH3:51][CH2:52][O:53][C:54]([CH3:55])=[O:56].[Cl:1][c:2]1[cH:3][cH:4][c:5]([NH2:6])[cH:7][c:8]1[C:9]([F:10])([F:11])[F:12].[Cl:47][CH:48]([Cl:49])[CH3:50].[NH2:25][c:26]1[cH:27][cH:28][c:29]([O:30][c:31]2[cH:32][c:33]([C:37](=[O:38])[NH2:39])[n:34][cH:35][cH:36]2)[cH:40][cH:41]1>>[Cl:1][c:2]1[cH:3][cH:4][c:5]([NH:6][C:13](=[O:14])[NH:25][c:26]2[cH:27][cH:28][c:29]([O:30][c:31]3[cH:32][c:33]([C:37](=[O:38])[NH2:39])[n:34][cH:35][cH:36]3)[cH:40][cH:41]2)[cH:7][c:8]1[C:9]([F:10])([F:11])[F:12]. Reported procedure: By methods outlined in Example 2 and using methyl-2-[3-cyclohexyl-1-propyl]acrylate was prepared methyl-1-benzyloxycarbonylaminoethyl-[2-carbomethoxy-5-cyclohexyl-1-n-pentyl]phosphinate. NMR (CDCl3) δ 0.8-3.1 (m, 23H); 3.6 (s, 3H); 3.6 (d, 3H); 3.6-4.2 (m, 1H); 5.0 (s, 2H); 5.2 (d, 0.5H); 5.5 (d, 0.5H); 7.2 (s, 5H). Reactants: COC(C(=C)CCCC1CCCCC1)=O (methyl-2-[3-cyclohexyl-1-propyl]acrylate), COP(=O)(CC(CCCC1CCCCC1)C(=O)OC)C(C)NC(=O)OCC1=CC=CC=C1 (methyl-1-benzyloxycarbonylaminoethyl-[2-carbomethoxy-5-cyclohexyl-1-n-pentyl]phosphinate). Reaction SMILES: COC(=O)C(CCCC1CCCCC1)=C.C[O:17][P:18]([CH:35]([NH:37]C(OCC1C=CC=CC=1)=O)[CH3:36])([CH2:20][CH:21]([C:31]([O:33]C)=[O:32])[CH2:22][CH2:23][CH2:24][CH:25]1[CH2:30][CH2:29][CH2:28][CH2:27][CH2:26]1)=[O:19]>>[NH2:37][CH:35]([P:18]([CH2:20][CH:21]([C:31]([OH:33])=[O:32])[CH2:22][CH2:23][CH2:24][CH:25]1[CH2:30][CH2:29][CH2:28][CH2:27][CH2:26]1)(=[O:17])[OH:19])[CH3:36]. The product is NC(C)P(O)(=O)CC(CCCC1CCCCC1)C(=O)O (1-Aminoethyl-[2-carboxy-5-cyclohexyl-1-n-pentyl]-phosphinic acid). Conditions: time 6.5 hour. Reported procedure: About 1 part by weight of fine granular hydrated silica, 2 parts by weight of methallyl chloride and 1 part by weight of styrene are mixed, then 0.1 part by weight of concentrated sulfuric acid is added while agitating at ambient temperature and pressure. The mixture is agitated for about 1 hour and the reaction is complete in 1 to 12 hours, thereby producing a light yellow, soft, solid, poly (methallyl chloride styrene) copolymer. Reactants: C(C(C)=C)Cl (methallyl chloride), C=CC1=CC=CC=C1 (styrene), S(O)(O)(=O)=O (sulfuric acid). Reaction SMILES: [CH2:1]([Cl:5])[C:2](=[CH2:4])[CH3:3].[CH2:6]=[CH:7][C:8]1[CH:13]=[CH:12][CH:11]=[CH:10][CH:9]=1.S(=O)(=O)(O)O>>[CH2:6]=[CH:7][C:8]1[CH:13]=[CH:12][CH:11]=[CH:10][CH:9]=1.[CH2:1]([Cl:5])[C:2](=[CH2:3])[CH3:4] |f:3.4|. The product is C=CC1=CC=CC=C1.C(C(C)=C)Cl (methallyl chloride styrene).